This data is from the Open Reaction Database (ORD), a public repository of structured organic reaction records. The task is: describe an organic reaction: reactants, conditions, products, and yield Starting materials: C1(=CC=CC=C1)OC(NC=1C(=NC(=C(C1)CC)C)OC)=O (Phenyl-N-(5-ethyl-2-methoxy-6-methylpyridin-3-yl)carbamate), ClC=1C=C(C=CC1)N1CCNCC1 (1-(3-chlorophenyl)piperazine). Product: C(C)C=1C=C(C(=NC1C)OC)NC(=O)N1CCN(CC1)C1=CC(=CC=C1)Cl (1-[(5-ethyl-2-methoxy-6-methylpyridin-3-yl)aminocarbonyl]-4-(3-chlorophenyl)piperazine). The yield is 84.0%. As a reaction SMILES: C1(O[C:8](=[O:21])[NH:9][C:10]2[C:11]([O:19][CH3:20])=[N:12][C:13]([CH3:18])=[C:14]([CH2:16][CH3:17])[CH:15]=2)C=CC=CC=1.[Cl:22][C:23]1[CH:24]=[C:25]([N:29]2[CH2:34][CH2:33][NH:32][CH2:31][CH2:30]2)[CH:26]=[CH:27][CH:28]=1>>[CH2:16]([C:14]1[CH:15]=[C:10]([NH:9][C:8]([N:32]2[CH2:31][CH2:30][N:29]([C:25]3[CH:26]=[CH:27][CH:28]=[C:23]([Cl:22])[CH:24]=3)[CH2:34][CH2:33]2)=[O:21])[C:11]([O:19][CH3:20])=[N:12][C:13]=1[CH3:18])[CH3:17]. Procedure: Phenyl-N-(5-ethyl-2-methoxy-6-methylpyridin-3-yl)carbamate and 1-(3-chlorophenyl)piperazine were reacted by the same way with the example 1 to obtain the titled compound. Reactants: NCCC1=CCCCC1, CCO, CC(Cl)Cl, Fc1ccc2c(-c3cccc(OCC4CO4)c3)noc2c1. Product: OC(CNCCC1=CCCCC1)COc1cccc(-c2noc3cc(F)ccc23)c1. Reaction SMILES: [C:25]1([CH2:31][CH2:32][NH2:33])=[CH:26][CH2:27][CH2:28][CH2:29][CH2:30]1.[CH3:22][CH2:23][OH:24].[Cl:34][CH:35]([Cl:36])[CH3:37].[F:1][c:2]1[cH:3][c:4]2[c:5]([c:6](-[c:9]3[cH:10][c:11]([O:15][CH2:16][CH:17]4[O:18][CH2:19]4)[cH:12][cH:13][cH:14]3)[n:7][o:8]2)[cH:20][cH:21]1>>[F:1][c:2]1[cH:3][c:4]2[c:5]([c:6](-[c:9]3[cH:10][c:11]([O:15][CH2:16][CH:17]([OH:18])[CH2:19][NH:33][CH2:32][CH2:31][C:25]4=[CH:26][CH2:27][CH2:28][CH2:29][CH2:30]4)[cH:12][cH:13][cH:14]3)[n:7][o:8]2)[cH:20][cH:21]1. The reactants are O=C(C=Cc1ccc(C(F)(F)F)cc1Br)Nc1ccc2[nH]ccc2c1, OB(O)c1ccncc1. Product: O=C(C=Cc1ccc(C(F)(F)F)cc1-c1ccncc1)Nc1ccc2[nH]ccc2c1. As a reaction SMILES: [Br:1][c:2]1[c:3]([CH:12]=[CH:13][C:14](=[O:15])[NH:16][c:17]2[cH:18][c:19]3[cH:20][cH:21][nH:22][c:23]3[cH:24][cH:25]2)[cH:4][cH:5][c:6]([C:8]([F:9])([F:10])[F:11])[cH:7]1.[n:26]1[cH:27][cH:28][c:29]([B:32]([OH:33])[OH:34])[cH:30][cH:31]1>>[c:2]1(-[c:29]2[cH:28][cH:27][n:26][cH:31][cH:30]2)[c:3]([CH:12]=[CH:13][C:14](=[O:15])[NH:16][c:17]2[cH:18][c:19]3[cH:20][cH:21][nH:22][c:23]3[cH:24][cH:25]2)[cH:4][cH:5][c:6]([C:8]([F:9])([F:10])[F:11])[cH:7]1. Starting materials: C(CCCCCCC)C1=CC=C(C(CC=2C=C(C#N)C=CC2)=O)C=C1 (3-(4-n-octylphenacyl)benzonitrile), Cl (hydrochloric acid), C(C)(=O)O (acetic acid). The solvent is O (water). The product is C(CCCCCCC)C1=CC=C(C(CC=2C=C(C(=O)O)C=CC2)=O)C=C1 (3-(4-octyl-phenacyl)benzoic acid). As a reaction SMILES: [CH2:1]([C:9]1[CH:25]=[CH:24][C:12]([C:13](=[O:23])[CH2:14][C:15]2[CH:16]=C([CH:20]=[CH:21][CH:22]=2)C#N)=[CH:11][CH:10]=1)[CH2:2][CH2:3][CH2:4][CH2:5][CH2:6][CH2:7][CH3:8].Cl.[C:27]([OH:30])(=[O:29])[CH3:28]>O>[CH2:1]([C:9]1[CH:25]=[CH:24][C:12]([C:13](=[O:23])[CH2:14][C:15]2[CH:16]=[C:28]([CH:20]=[CH:21][CH:22]=2)[C:27]([OH:30])=[O:29])=[CH:11][CH:10]=1)[CH2:2][CH2:3][CH2:4][CH2:5][CH2:6][CH2:7][CH3:8]. Procedure details: The acid chloride prepared from 3-cyanophenylacetic acid (5 g) as described in Example 18 is added at once to 1-phenyloctane (5.9 g, 0.03 moles) in methylene chloride (20 ml). Anhydrous aluminium chloride (4.96 g, 0.037 moles) is added in 1 portion and the resulting mixture heated under reflux for 2 hours. The reaction mixture is cooled and poured into a mixture of ice water (200 ml) and concentrated hydrochloric acid (20 ml). The mixture is extracted with ether (3×50 ml) and the combined extrac...